From a dataset of the Open Reaction Database (ORD), a public repository of structured organic reaction records. describe an organic reaction: reactants, conditions, products, and yield Starting materials: ClC1=NC=C(C(=O)OC)C=C1 (methyl 6-chloronicotinate), FC1=CC=C(C=C1)N1N=NC(=C1CO)C ([3-(4-fluoro-phenyl)-5-methyl-3H-[1,2,3]triazol-4-yl]-methanol), [H-].[Na+] (NaH), O (water). The solvent is C1CCOC1 (THF), C1CCOC1 (THF), C1CCOC1 (THF). Conditions: time 30 minute. The product is COC(C1=CN=C(C=C1)OCC=1N(N=NC1C)C1=CC=C(C=C1)F)=O (6-[3-(4-Fluoro-phenyl)-5-methyl-3H-[1,2,3]-triazol-4-ylmethoxy]-nicotinic acid methyl ester). Yield: 88.5%. As a reaction SMILES: [F:1][C:2]1[CH:7]=[CH:6][C:5]([N:8]2[C:12]([CH2:13][OH:14])=[C:11]([CH3:15])[N:10]=[N:9]2)=[CH:4][CH:3]=1.[H-].[Na+].Cl[C:19]1[CH:28]=[CH:27][C:22]([C:23]([O:25][CH3:26])=[O:24])=[CH:21][N:20]=1.O>C1COCC1>[CH3:26][O:25][C:23](=[O:24])[C:22]1[CH:27]=[CH:28][C:19]([O:14][CH2:13][C:12]2[N:8]([C:5]3[CH:4]=[CH:3][C:2]([F:1])=[CH:7][CH:6]=3)[N:9]=[N:10][C:11]=2[CH3:15])=[N:20][CH:21]=1 |f:1.2|. Reported procedure: A solution of [3-(4-fluoro-phenyl)-5-methyl-3H-[1,2,3]triazol-4-yl]-methanol (425 mg, 2.05 mmol) in THF (3 mL) was added dropwise at 0° C. to a suspension of NaH (55% in oil, 100 mg, 2.05 mmol) in THF (6 mL) and the reaction mixture was then stirred at room temperature for 30 min. Then a solution of methyl 6-chloronicotinate (390 mg, 8.0 mmol) in THF (3 mL) was added dropwise at 0° C. and the reaction mixture stirred at room temperature for 20 h. The mixture was then poured into water extracted ... Reactants: C(C)OC(=O)C1=C(N(C2=CC=C(C=C12)O)C1=C(C=CC=C1)OC)CC(=O)OCC (2-ethoxycarbonylmethyl-1-(2-methoxyphenyl)-5-hydroxyindole-3-carboxylic acid ethyl ester), FC(C1=CC=C(C=C1)B(O)O)(F)F (4-trifluoromethylphenylboronic acid). Product: C(C)OC(=O)C1=C(N(C2=CC=C(C=C12)OC1=CC=C(C=C1)C(F)(F)F)C1=C(C=CC=C1)OC)CC(=O)OCC (2-Ethoxycarbonylmethyl-1-(2-methoxyphenyl)-5-(4-trifluoromethylphenoxy)indole-3-carboxylic acid ethyl ester). Reaction SMILES: [CH2:1]([O:3][C:4]([C:6]1[C:14]2[C:9](=[CH:10][CH:11]=[C:12]([OH:15])[CH:13]=2)[N:8]([C:16]2[CH:21]=[CH:20][CH:19]=[CH:18][C:17]=2[O:22][CH3:23])[C:7]=1[CH2:24][C:25]([O:27][CH2:28][CH3:29])=[O:26])=[O:5])[CH3:2].[F:30][C:31]([F:42])([F:41])[C:32]1[CH:37]=[CH:36][C:35](B(O)O)=[CH:34][CH:33]=1>>[CH2:1]([O:3][C:4]([C:6]1[C:14]2[C:9](=[CH:10][CH:11]=[C:12]([O:15][C:35]3[CH:36]=[CH:37][C:32]([C:31]([F:42])([F:41])[F:30])=[CH:33][CH:34]=3)[CH:13]=2)[N:8]([C:16]2[CH:21]=[CH:20][CH:19]=[CH:18][C:17]=2[O:22][CH3:23])[C:7]=1[CH2:24][C:25]([O:27][CH2:28][CH3:29])=[O:26])=[O:5])[CH3:2]. Procedure details: The sub-title compound was prepared in accordance with step (c) Example 1 from 2-ethoxycarbonylmethyl-1-(2-methoxyphenyl)-5-hydroxyindole-3-carboxylic acid ethyl ester (139 mg, 0.35 mmol, see step (b) Example 11) and 4-trifluoromethylphenylboronic acid (100 mg, 0.53 mmol). Yield 120 mg (63%).